Dataset: the Open Reaction Database (ORD), a public repository of structured organic reaction records. Task: describe an organic reaction: reactants, conditions, products, and yield The product is C1=CC=CC=2C(C3=CC=CC=C3C(C12)=O)=O (anthraquinone). Starting materials: [Cl-].[Na+] (sodium chloride), NC1=C(C=C(C=2C(C3=CC=CC=C3C(C12)=O)=O)SC1=CC=C(C=C1)S(=O)(=O)O)OC1=CC(=C(C=C1)S(=O)(=O)O)N (1-Amino-2-(3'-amino-4'-sulfophenoxy)-4-(4'-sulfophenylthio)anthraquinone), N1=C(Cl)N=C(Cl)N=C1Cl (cyanuric chloride), 1-aminobenzene 3-β-sulfatoethylsulfone. Reaction SMILES: N[C:2]1[C:15]2[C:14](=[O:16])[C:13]3[C:8](=[CH:9][CH:10]=[CH:11][CH:12]=3)[C:7](=[O:17])[C:6]=2[C:5](SC2C=CC(S(O)(=O)=O)=CC=2)=[CH:4][C:3]=1OC1C=CC(S(O)(=O)=O)=C(N)C=1.N1C(Cl)=NC(Cl)=NC=1Cl.[Cl-].[Na+]>>[CH:9]1[C:8]2[C:7](=[O:17])[C:6]3[C:15](=[CH:2][CH:3]=[CH:4][CH:5]=3)[C:14](=[O:16])[C:13]=2[CH:12]=[CH:11][CH:10]=1 |f:2.3|. Reported procedure: 1-Amino-2-(3'-amino-4'-sulfophenoxy)-4-(4'-sulfophenylthio)anthraquinone (6 parts) and cyanuric chloride (1.8 parts) were subjected to condensation reaction in an aqueous medium in a conventional manner, followed by a condensation reaction with 1-aminobenzene-3-β-sulfatoethylsulfone (2.8 parts) at 20° to 40° C. under weak acid conditions. Thereafter, salting out of the reaction mixture with sodium chloride gave an anthraquinone compound of the following formula (free acid form). ##STR27## Reactants: CC(=O)N1Cc2cc(F)c(Cl)nc2C=Cc2ccccc21, COc1ccc(-c2nc3c(cc2F)CN(C(C)=O)c2ccccc2C=C3)cn1, CC1(C)OB(c2ccc(N3CCOCC3)nc2)OC1(C)C. Yields the product CC(=O)N1Cc2cc(F)c(-c3ccc(N4CCOCC4)nc3)nc2C=Cc2ccccc21. RXN SMILES: [C:1]([CH3:2])(=[O:3])[N:4]1[CH2:5][c:6]2[c:7]([n:16][c:17]([Cl:21])[c:18]([F:20])[cH:19]2)[CH:8]=[CH:9][c:10]2[c:11]1[cH:12][cH:13][cH:14][cH:15]2.[C:43]([N:44]1[c:45]2[cH:46][cH:47][cH:48][cH:49][c:50]2[CH:51]=[CH:52][c:53]2[n:54][c:55](-[c:56]3[cH:57][n:58][c:59]([O:60][CH3:61])[cH:62][cH:63]3)[c:64]([F:65])[cH:66][c:67]2[CH2:68]1)(=[O:69])[CH3:70].[CH3:22][C:23]1([CH3:24])[C:25]([CH3:26])([CH3:27])[O:28][B:29]([c:30]2[cH:31][cH:32][c:33]([N:36]3[CH2:37][CH2:38][O:39][CH2:40][CH2:41]3)[n:34][cH:35]2)[O:42]1>>[C:1]([CH3:2])(=[O:3])[N:4]1[CH2:5][c:6]2[c:7]([n:16][c:17](-[c:30]3[cH:31][cH:32][c:33]([N:36]4[CH2:37][CH2:38][O:39][CH2:40][CH2:41]4)[n:34][cH:35]3)[c:18]([F:20])[cH:19]2)[CH:8]=[CH:9][c:10]2[c:11]1[cH:12][cH:13][cH:14][cH:15]2. Starting materials: NC1=NC=CC=C1N (2,3-diaminopyridine), C(C)OC(C(C(C(=O)OCC)=O)Br)=O (2-bromo-3-oxo-succinic acid diethyl ester), C([O-])([O-])=O.[Na+].[Na+] (sodium carbonate). Run in COCCOC (1,2-dimethoxyethane). Yields the product NC=1C=2N(C=CC1)C(=C(N2)C(=O)OCC)C(=O)OCC (Diethyl 8-Aminoimidazo[1,2-a]pyridin-2 3-dicarboxylate). Yield: 32.8%. RXN SMILES: [NH2:1][C:2]1[C:7]([NH2:8])=[CH:6][CH:5]=[CH:4][N:3]=1.[CH2:9]([O:11][C:12](=[O:22])[CH:13](Br)[C:14](=O)[C:15]([O:17][CH2:18][CH3:19])=[O:16])[CH3:10].C(=O)([O-])[O-].[Na+].[Na+]>COCCOC>[NH2:8][C:7]1[C:2]2[N:3]([C:14]([C:15]([O:17][CH2:18][CH3:19])=[O:16])=[C:13]([C:12]([O:11][CH2:9][CH3:10])=[O:22])[N:1]=2)[CH:4]=[CH:5][CH:6]=1 |f:2.3.4|. Reported procedure: A solution of 2,3-diaminopyridine (13.1 g, 0.12 mol) , 2-bromo-3-oxo-succinic acid diethyl ester (31 g, 0.12 mol) and sodium carbonate (13.2 g, 0.12 mol) in 1,2-dimethoxyethane (200 ml) was refluxed for 20 h. The solvent was evaporated under reduced pressure and the residue was suspended in methylene chloride and filtrated through silica gel. The filtrate was evaporated under reduced pressure to give 10.9 g (33%) of the title compound as an oil.